From a dataset of the Open Reaction Database (ORD), a public repository of structured organic reaction records. describe an organic reaction: reactants, conditions, products, and yield Starting materials: ClCCCl, Cc1cncc(-c2cc(C(=O)[O-])c(-c3nccs3)cn2)c1, COc1ccc(CN)nc1OC, CCN(C(C)C)C(C)C, [K+], CN(C)C=O, On1nnc2cccnc21. Product: COc1ccc(CNC(=O)c2cc(-c3cncc(C)c3)ncc2-c2nccs2)nc1OC. As a reaction SMILES: [CH2:35]([Cl:36])[CH2:37][Cl:38].[CH3:1][c:2]1[cH:3][c:4](-[c:8]2[n:9][cH:10][c:11](-[c:17]3[s:18][cH:19][cH:20][n:21]3)[c:12]([C:14](=[O:15])[O-:16])[cH:13]2)[cH:5][n:6][cH:7]1.[CH3:23][O:24][c:25]1[n:26][c:27]([CH2:33][NH2:34])[cH:28][cH:29][c:30]1[O:31][CH3:32].[CH:49]([N:50]([CH:51]([CH3:52])[CH3:53])[CH2:54][CH3:55])([CH3:56])[CH3:57].[K+:22].[O:58]=[CH:59][N:60]([CH3:61])[CH3:62].[OH:39][n:40]1[c:41]2[n:42][cH:43][cH:44][cH:45][c:46]2[n:47][n:48]1>>[CH3:1][c:2]1[cH:3][c:4](-[c:8]2[n:9][cH:10][c:11](-[c:17]3[s:18][cH:19][cH:20][n:21]3)[c:12]([C:14](=[O:16])[NH:34][CH2:33][c:27]3[n:26][c:25]([O:24][CH3:23])[c:30]([O:31][CH3:32])[cH:29][cH:28]3)[cH:13]2)[cH:5][n:6][cH:7]1. The reactants are C(C1=CC=CC=C1)NC1(CCC1)CC(C)O (1-[1-(benzylamino)cyclobutyl]-2-propanol). Reagents/catalysts: [Pd] (Pd—C). Solvent: CCO (EtOH). Conditions: time 10 hour. Yields the product NC1(CCC1)CC(C)O (1-(1-aminocyclobutyl)-2-propanol). Isolated yield 94.1%. As a reaction SMILES: C([NH:8][C:9]1([CH2:13][CH:14]([OH:16])[CH3:15])[CH2:12][CH2:11][CH2:10]1)C1C=CC=CC=1>CCO.[Pd]>[NH2:8][C:9]1([CH2:13][CH:14]([OH:16])[CH3:15])[CH2:12][CH2:11][CH2:10]1. Reported procedure: 10% Pd—C (300 mg) was added to a solution of 1-[1-(benzylamino)cyclobutyl]-2-propanol (2.24 g, 10.2 mmol) in EtOH (50 mL) and the mixture was stirred under H2 gas (5 kgf/cm2) at room temperature for 10 hours. The mixture was filtered and the filtrate was concentrated in vacuo. Distillation of the residue gave the title compound as a pale yellow oil (1.24 g, 94%). Reactants: CCOC(=O)COC1CCN(Cc2ccccc2)CC1, CCO, [H][H]. Product: CCOC(=O)COC1CCNCC1. RXN SMILES: [CH2:1]([c:2]1[cH:3][cH:4][cH:5][cH:6][cH:7]1)[N:8]1[CH2:9][CH2:10][CH:11]([O:14][CH2:15][C:16](=[O:17])[O:18][CH2:19][CH3:20])[CH2:12][CH2:13]1.[CH3:23][CH2:24][OH:25].[H:21][H:22]>>[NH:8]1[CH2:9][CH2:10][CH:11]([O:14][CH2:15][C:16](=[O:17])[O:18][CH2:19][CH3:20])[CH2:12][CH2:13]1. Reactants: COc1ccc2c(c1)C(CO)=C2, CS(=O)(=O)O, [Cl-], ClCCl, c1ccncc1. The product is COc1ccc2c(c1)C(COS(C)(=O)=O)=C2. RXN SMILES: [CH3:13][O:14][c:15]1[cH:16][cH:17][c:18]2[c:19]([cH:24]1)[C:20]([CH2:22][OH:23])=[CH:21]2.[CH3:8][S:9](=[O:10])(=[O:11])[OH:12].[Cl-:7].[Cl:25][CH2:26][Cl:27].[cH:1]1[cH:2][cH:3][n:4][cH:5][cH:6]1>>[CH3:8][S:9]([O:10][CH2:22][C:20]1=[CH:21][c:18]2[cH:17][cH:16][c:15]([O:14][CH3:13])[cH:24][c:19]21)(=[O:11])=[O:12]. Reactants: C(C)(C)NC(C)C (Diisopropylamine), CC1=NC(=NC=C1)SC (4-Methyl-2-methylsulfanylpyrimidine), C(CCC)[Li] (n-butyl lithium), CON(C(C1=CC(=CC=C1)C(F)(F)F)=O)C (N-Methoxy-N-methyl-3-trifluoromethylbenzamide), 2L, CON(C(C1=CC(=CC=C1)C(F)(F)F)=O)C (N-Methoxy-N-methyl-3-trifluoromethylbenzamide), CC1=NC(=NC=C1)SC (4-Methyl-2-methylsulfanylpyrimidine). Run in O1CCCC1 (tetrahydrofuran), O1CCCC1 (THF), O1CCCC1 (THF), O1CCCC1 (THF), O1CCCC1 (THF). Conditions: time 10 minute. The product is CSC1=NC=CC(=N1)CC(=O)C1=CC(=CC=C1)C(F)(F)F (2-(2-Methylsulfanylpyrimidin-4-yl)-1-(3-trifluoromethylphenyl)ethanone). As a reaction SMILES: C(NC(C)C)(C)C.CON(C)[C:11](=[O:22])[C:12]1[CH:17]=[CH:16][CH:15]=[C:14]([C:18]([F:21])([F:20])[F:19])[CH:13]=1.[CH3:24][C:25]1[CH:30]=[CH:29][N:28]=[C:27]([S:31][CH3:32])[N:26]=1.C([Li])CCC>O1CCCC1>[CH3:32][S:31][C:27]1[N:26]=[C:25]([CH2:24][C:11]([C:12]2[CH:17]=[CH:16][CH:15]=[C:14]([C:18]([F:19])([F:20])[F:21])[CH:13]=2)=[O:22])[CH:30]=[CH:29][N:28]=1. Procedure: Diisopropylamine (106 mL, 761 mmol) and tetrahydrofuran (THF) 750 mL) were combined in a 3-neck 2L round bottom flask under argon. Two addition funnels, one containing a solution of Compound 1 in THF (100 mL), the other containing Compound 2 in THF (100 mL) were attached to the reaction flask. The contents of the reaction flask were cooled in an IPA/dry ice bath. A solution of n-butyl lithium (2.5M in hexanes, 304 mL, 761 mmol) was added dropwise via syringe. The THF solution of Compound 1 was a... Reactants: [H-].[Al+3].[Li+].[H-].[H-].[H-] (lithium aluminum hydride), C(C1=CC=CC=C1)N1C([C@H](NC(C1)=O)CC1=CC=C(C=C1)OC)=O ((3R)-1-benzyl-3-(4-methoxybenzyl)piperazine-2,5-dione). Run in O1CCCC1 (tetrahydrofuran). Conditions: time 1 hour. The product is COC1=CC=C(C[C@H]2NCCN(C2)CC2=CC=CC=C2)C=C1 ((2R)-2-(4-methoxybenzyl)-4-benzylpiperazine). Yield: 105.2%. Reaction SMILES: [H-].[Al+3].[Li+].[H-].[H-].[H-].[CH2:7]([N:14]1[CH2:19][C:18](=O)[NH:17][C@H:16]([CH2:21][C:22]2[CH:27]=[CH:26][C:25]([O:28][CH3:29])=[CH:24][CH:23]=2)[C:15]1=O)[C:8]1[CH:13]=[CH:12][CH:11]=[CH:10][CH:9]=1>O1CCCC1>[CH3:29][O:28][C:25]1[CH:24]=[CH:23][C:22]([CH2:21][C@@H:16]2[CH2:15][N:14]([CH2:7][C:8]3[CH:9]=[CH:10][CH:11]=[CH:12][CH:13]=3)[CH2:19][CH2:18][NH:17]2)=[CH:27][CH:26]=1 |f:0.1.2.3.4.5|. Procedure details: Under nitrogen atmosphere, to a suspension of lithium aluminum hydride (0.85 g) in tetrahydrofuran (65 ml) was added (3R)-1-benzyl-3-(4-methoxybenzyl)piperazine-2,5-dione (3.65 g) portionwise under ice-bath cooling. The reaction mixture was refluxed with stirring for one hour. After cooling, it was quenched by sequential addition of water (0.85 ml), 15% aqueous sodium hydroxide (0.85 ml), and water (2.5 ml) and the whole was stirred at room temperature for 30 minutes. The resulting insoluble mat...